Dataset: the Open Reaction Database (ORD), a public repository of structured organic reaction records. Task: describe an organic reaction: reactants, conditions, products, and yield The reactants are ClC1=C(N)C=CC=C1Cl (2,3-dichloroaniline), N1=CC=CC=C1 (pyridine), C(=O)(C)Cl (AcCl). Reaction conditions: time 1 hour. The product is ClC1=C(C=CC=C1Cl)CC(=O)N ((2,3-dichloro-phenyl)-acetamide). Reaction SMILES: [Cl:1][C:2]1[C:8]([Cl:9])=[CH:7][CH:6]=[CH:5][C:3]=1N.[C:10](Cl)([CH3:12])=[O:11].[N:14]1C=CC=CC=1>>[Cl:1][C:2]1[C:8]([Cl:9])=[CH:7][CH:6]=[CH:5][C:3]=1[CH2:12][C:10]([NH2:14])=[O:11]. Procedure details: A solution of 2,3-dichloroaniline (5.00 g, 30.86 mmol) in pyridine (20 ml) was cooled to 0° C. and treated with AcCl (4.85 g, 62 mmol). The reaction mixture was stirred at r.t. for 1 h and then concentrated under reduced pressure. The residue was dissolved in ethyl acetate, washed with 1% aqueous hydrochloric acid, water and brine, and dried over MgSO4. The solution was concentrated and recrystallized from EtOAc/hexane to give (2,3-dichloro-phenyl)-acetamide (4.50 g, 22 mmol). HPLC Rt: 5.52 min.... Reactants: CC(CC(OC1=CC=CC=C1)C1=CC=C(C(=O)OC)C=C1)C (methyl 4-(3-methyl-1-phenoxybutyl)benzoate), O.[OH-].[Li+] (lithium hydroxide monohydrate), O1CCCC1 (tetrahydrofuran), Cl (hydrochloric acid). Solvent: O (water), CO (methanol). Reaction conditions: temperature 20 celsius, time 4 hour. Product: CC(CC(OC1=CC=CC=C1)C1=CC=C(C(=O)O)C=C1)C (4-(3-methyl-1-phenoxybutyl)benzoic acid). Yield: 100.5%. As a reaction SMILES: [CH3:1][CH:2]([CH3:22])[CH2:3][CH:4]([C:12]1[CH:21]=[CH:20][C:15]([C:16]([O:18]C)=[O:17])=[CH:14][CH:13]=1)[O:5][C:6]1[CH:11]=[CH:10][CH:9]=[CH:8][CH:7]=1.O.[OH-].[Li+].O1CCCC1.Cl>O.CO>[CH3:1][CH:2]([CH3:22])[CH2:3][CH:4]([C:12]1[CH:13]=[CH:14][C:15]([C:16]([OH:18])=[O:17])=[CH:20][CH:21]=1)[O:5][C:6]1[CH:11]=[CH:10][CH:9]=[CH:8][CH:7]=1 |f:1.2.3|. Procedure details: A mixture of methyl 4-(3-methyl-1-phenoxybutyl)benzoate (25 mg, 0.084 mmol), lithium hydroxide monohydrate (42 mg, 1 mmol), tetrahydrofuran (6 mL), methanol (2 mL) and water (2 mL) was stirred at 20° C. for 4 hours. The mixture was acidified to pH=1 with concentrated hydrochloric acid and then extracted with dichloromethane (10 mL×3). The combined organic phase was dried by sodium sulfate and filtered. The filtrate was concentrated in vacuo to give 4-(3-methyl-1-phenoxybutyl)benzoic acid (24 mg,... Starting materials: ClC=1C=C(C(=O)C(C(=O)OC)C(=O)OC)C=C(N1)Cl (dimethyl 2,6-dichloro-isonicotinoyl-malonate), O (water), ice water. The solvent is CS(=O)C (dimethyl sulphoxide). Conditions: temperature 140 celsius, time 30 minute. Yields the product C(C)(=O)C1=CC(=NC(=C1)Cl)Cl (4-acetyl-2,6-dichloropyridine). Yield: 61.4%. As a reaction SMILES: [Cl:1][C:2]1[CH:3]=[C:4]([CH:16]=[C:17]([Cl:19])[N:18]=1)[C:5]([CH:7](C(OC)=O)C(OC)=O)=[O:6].O>CS(C)=O>[C:5]([C:4]1[CH:3]=[C:2]([Cl:1])[N:18]=[C:17]([Cl:19])[CH:16]=1)(=[O:6])[CH3:7]. Procedure: 1328 g (4.34 mol) of dimethyl 2,6-dichloro-isonicotinoyl-malonate are dissolved in a mixture of 3.45 l of dimethyl sulphoxide and 156.2 g (8.68 mol) of water. The reaction mixture is heated to 140° C. and stirred at this temperature for 30 minutes. After this, the reaction mixture is cooled to 10° C. and then added to 8.4 l of ice-water. The mixture is extracted twice with a total of 3.6 l of dichloromethane and the combined organic phases are washed once with 1.5 l of saturated, aqueous sodium ... Reactants: [Br-], O=C(O)c1ccc(CC[P+](c2ccccc2)(c2ccccc2)c2ccccc2)cc1, O=Cc1cccnc1OCc1ccccc1, C1CCOC1. Yields the product O=C(O)c1ccc(CC=Cc2cccnc2OCc2ccccc2)cc1. RXN SMILES: [Br-:1].[C:2](=[O:3])([OH:4])[c:5]1[cH:6][cH:7][c:8]([CH2:11][CH2:12][P+:13]([c:14]2[cH:15][cH:16][cH:17][cH:18][cH:19]2)([c:20]2[cH:21][cH:22][cH:23][cH:24][cH:25]2)[c:26]2[cH:27][cH:28][cH:29][cH:30][cH:31]2)[cH:9][cH:10]1.[CH2:32]([c:33]1[cH:34][cH:35][cH:36][cH:37][cH:38]1)[O:39][c:40]1[n:41][cH:42][cH:43][cH:44][c:45]1[CH:46]=[O:47].[CH2:48]1[O:49][CH2:50][CH2:51][CH2:52]1>>[C:2](=[O:3])([OH:4])[c:5]1[cH:6][cH:7][c:8]([CH2:11][CH:12]=[CH:46][c:45]2[c:40]([O:39][CH2:32][c:33]3[cH:34][cH:35][cH:36][cH:37][cH:38]3)[n:41][cH:42][cH:43][cH:44]2)[cH:9][cH:10]1. Product: CCn1cc(C(=O)O)c(=O)c2cnc(N3CCN(C(C)=O)CC3)nc21. Starting materials: CCOC(=O)c1cn(CC)c2nc(N3CCN(C(C)=O)CC3)ncc2c1=O, [Na+], [Na+], O=C([O-])[O-]. Reaction SMILES: [C:1]([CH3:2])(=[O:3])[N:4]1[CH2:5][CH2:6][N:7]([c:10]2[n:11][cH:12][c:13]3[c:14]([n:15]2)[n:16]([CH2:26][CH3:27])[cH:17][c:18]([C:21](=[O:22])[O:23][CH2:24][CH3:25])[c:19]3=[O:20])[CH2:8][CH2:9]1.[Na+:28].[Na+:29].[O-:30][C:31](=[O:32])[O-:33]>>[C:1]([CH3:2])(=[O:3])[N:4]1[CH2:5][CH2:6][N:7]([c:10]2[n:11][cH:12][c:13]3[c:14]([n:15]2)[n:16]([CH2:26][CH3:27])[cH:17][c:18]([C:21](=[O:22])[OH:23])[c:19]3=[O:20])[CH2:8][CH2:9]1.